This data is from the Open Reaction Database (ORD), a public repository of structured organic reaction records. The task is: describe an organic reaction: reactants, conditions, products, and yield Reactants: C=CCSC1(c2ccc(-c3ccccc3)cc2)CC(C(=O)OC)N(C(=O)C(NC(=O)OC(C)(C)C)C(C)(C)C)C1, C1CCOC1, CO, [Li+], [OH-], O, O. The product is C=CCSC1(c2ccc(-c3ccccc3)cc2)CC(C(=O)O)N(C(=O)C(NC(=O)OC(C)(C)C)C(C)(C)C)C1. As a reaction SMILES: [CH2:1]([CH:2]=[CH2:3])[S:4][C:5]1([c:29]2[cH:30][cH:31][c:32](-[c:35]3[cH:36][cH:37][cH:38][cH:39][cH:40]3)[cH:33][cH:34]2)[CH2:6][CH:7]([C:25](=[O:26])[O:27][CH3:28])[N:8]([C:10]([CH:11]([C:12]([CH3:13])([CH3:14])[CH3:15])[NH:16][C:17](=[O:18])[O:19][C:20]([CH3:21])([CH3:22])[CH3:23])=[O:24])[CH2:9]1.[CH2:44]1[O:45][CH2:46][CH2:47][CH2:48]1.[CH3:49][OH:50].[Li+:43].[OH-:42].[OH2:41].[OH2:51]>>[CH2:1]([CH:2]=[CH2:3])[S:4][C:5]1([c:29]2[cH:30][cH:31][c:32](-[c:35]3[cH:36][cH:37][cH:38][cH:39][cH:40]3)[cH:33][cH:34]2)[CH2:6][CH:7]([C:25](=[O:26])[OH:27])[N:8]([C:10]([CH:11]([C:12]([CH3:13])([CH3:14])[CH3:15])[NH:16][C:17](=[O:18])[O:19][C:20]([CH3:21])([CH3:22])[CH3:23])=[O:24])[CH2:9]1. Reaction SMILES: [C:1]([CH:4]([CH2:14][C:15]#[C:16][C:17]1([OH:25])[CH2:24][CH2:23][CH2:22][CH2:21][CH2:20][CH2:19][CH2:18]1)[CH2:5][CH2:6][CH2:7][CH2:8][CH2:9][CH2:10][C:11]([OH:13])=[O:12])(=[O:3])[CH3:2].C(C(CC#C[C@@H](O)CCCCC)CCCCCCC(O)=O)(=O)C>>[C:1]([CH:4]([CH2:14][CH2:15][CH2:16][C:17]1([OH:25])[CH2:18][CH2:19][CH2:20][CH2:21][CH2:22][CH2:23][CH2:24]1)[CH2:5][CH2:6][CH2:7][CH2:8][CH2:9][CH2:10][C:11]([OH:13])=[O:12])(=[O:3])[CH3:2]. Procedure: This compound is prepared essentially by the same hydrogenation procedure described in Example 36, Step C, except that 8-acetyl-11-(1-hydroxycyclooctyl)-10-undecynoic acid (Example 41) is substituted for 8-acetyl-12(S)-hydroxy-10-heptadecynoic acid. The product is obtained as a colorless viscous oil. The reactants are C(C)(=O)C(CCCCCCC(=O)O)CC#CC1(CCCCCCC1)O (8-Acetyl-11-(1-hydroxycyclooctyl)-10-undecynoic Acid), C(C)(=O)C(CCCCCCC(=O)O)CC#C[C@H](CCCCC)O (8-acetyl-12(S)-hydroxy-10-heptadecynoic acid). Product: C(C)(=O)C(CCCCCCC(=O)O)CCCC1(CCCCCCC1)O (8-Acetyl-11-(1-hydroxycyclooctyl)undecanoic Acid). Starting materials: CCCCO, Cc1ccccc1, O=CO, COC(=O)C(NC(=O)CNC(=O)OC(C)(C)C)c1cccs1. The product is O=C1CNC(=O)C(c2cccs2)N1. As a reaction SMILES: [CH2:33]([OH:34])[CH2:35][CH2:36][CH3:37].[CH3:26][c:27]1[cH:28][cH:29][cH:30][cH:31][cH:32]1.[CH:23]([OH:24])=[O:25].[s:1]1[c:2]([CH:6]([NH:11][C:12]([CH2:13][NH:14][C:15]([O:7][C:8]([CH3:9])([CH3:10])[CH3:17])=[O:16])=[O:22])[C:18]([O:19][CH3:20])=[O:21])[cH:3][cH:4][cH:5]1>>[s:1]1[c:2]([CH:6]2[NH:11][C:12](=[O:22])[CH2:13][NH:14][C:15]2=[O:16])[cH:3][cH:4][cH:5]1. Starting materials: Cc1oc(-c2ccccc2)nc1COc1ccc2cc(C=CC=O)ccc2c1, O=C1CSC(=O)N1. The product is Cc1oc(-c2ccccc2)nc1COc1ccc2cc(C=CC=C3SC(=O)NC3=O)ccc2c1. RXN SMILES: [CH3:1][c:2]1[c:3]([CH2:13][O:14][c:15]2[cH:16][c:17]3[cH:18][cH:19][c:20]([CH:25]=[CH:26][CH:27]=[O:28])[cH:21][c:22]3[cH:23][cH:24]2)[n:4][c:5](-[c:7]2[cH:8][cH:9][cH:10][cH:11][cH:12]2)[o:6]1.[S:29]1[C:30](=[O:35])[NH:31][C:32](=[O:34])[CH2:33]1>>[CH3:1][c:2]1[c:3]([CH2:13][O:14][c:15]2[cH:16][c:17]3[cH:18][cH:19][c:20]([CH:25]=[CH:26][CH:27]=[C:33]4[S:29][C:30](=[O:35])[NH:31][C:32]4=[O:34])[cH:21][c:22]3[cH:23][cH:24]2)[n:4][c:5](-[c:7]2[cH:8][cH:9][cH:10][cH:11][cH:12]2)[o:6]1. Starting materials: BrC1=CC2=C(OCCC3=C2N=C(S3)C(=O)N)C=C1F (9-bromo-8-fluoro-4,5-dihydrobenzo[2,3]oxepino[4,5-d]thiazole-2-carboxamide), C(#C)C1(C(N(CC1)C)=O)O (3-ethynyl-3-hydroxy-1-methylpyrrolidin-2-one). Yields the product FC=1C(=CC2=C(OCCC3=C2N=C(S3)C(=O)N)C1)C#CC1(C(N(CC1)C)=O)O ((±)-8-fluoro-9-((3-hydroxy-1-methyl-2-oxopyrrolidin-3-yl)ethynyl)-4,5-dihydrobenzo[2,3]oxepino[4,5-d]thiazole-2-carboxamide). Isolated yield 30.0%. As a reaction SMILES: Br[C:2]1[C:18]([F:19])=[CH:17][C:5]2[O:6][CH2:7][CH2:8][C:9]3[S:13][C:12]([C:14]([NH2:16])=[O:15])=[N:11][C:10]=3[C:4]=2[CH:3]=1.[C:20]([C:22]1([OH:29])[CH2:26][CH2:25][N:24]([CH3:27])[C:23]1=[O:28])#[CH:21]>>[F:19][C:18]1[C:2]([C:21]#[C:20][C:22]2([OH:29])[CH2:26][CH2:25][N:24]([CH3:27])[C:23]2=[O:28])=[CH:3][C:4]2[C:10]3[N:11]=[C:12]([C:14]([NH2:16])=[O:15])[S:13][C:9]=3[CH2:8][CH2:7][O:6][C:5]=2[CH:17]=1. Procedure: Similar to as described in General Procedure G, 9-bromo-8-fluoro-4,5-dihydrobenzo[2,3]oxepino[4,5-d]thiazole-2-carboxamide was reacted with 3-ethynyl-3-hydroxy-1-methylpyrrolidin-2-one (WO2009/158011A 1) to give the titled compound (34.8 mg, 30%).